This data is from the Open Reaction Database (ORD), a public repository of structured organic reaction records. The task is: describe an organic reaction: reactants, conditions, products, and yield The reactants are TEA, C(C(C)(C)C)(=O)Cl (pivaloyl chloride), NCC=1C(=C(N)C(=CC1)F)F (3-aminomethyl-2,6-difluoro-aniline). Solvent: CCOC(=O)C (EtOAc), C(=O)(O)[O-].[Na+] (NaHCO3), C1CCOC1 (THF). Reaction conditions: time 8 hour. The product is NC=1C(=C(CNC(C(C)(C)C)=O)C=CC1F)F (N-(3-Amino-2,4-difluoro-benzyl)-2,2-dimethyl-propionamide). Reaction SMILES: [C:1](Cl)(=[O:6])[C:2]([CH3:5])([CH3:4])[CH3:3].[NH2:8][CH2:9][C:10]1[C:11]([F:18])=[C:12]([C:14]([F:17])=[CH:15][CH:16]=1)[NH2:13]>C1COCC1.CCOC(C)=O.C([O-])(O)=O.[Na+]>[NH2:13][C:12]1[C:11]([F:18])=[C:10]([CH:16]=[CH:15][C:14]=1[F:17])[CH2:9][NH:8][C:1](=[O:6])[C:2]([CH3:5])([CH3:4])[CH3:3] |f:4.5|. Reported procedure: TEA (400 μL, 2.86 mmol) followed by pivaloyl chloride (60 μL, 0.52 mmol) are added to 3-aminomethyl-2,6-difluoro-aniline (120 mg as HCl salt) in THF (10 mL) and stirred at rt overnight. The reaction mixture is diluted with EtOAc and sat. NaHCO3-solution, the organic layer is washed with water and brine, dried and concentrated to give the sub-title compound. Reactants: FC1=C(C(=CC(=C1)O[Si](C(C)C)(C(C)C)C(C)C)C)NC ((2-fluoro-6-methyl-4-triisopropylsilanyloxy-phenyl)-methyl-amine), COC(C1=C(C=C(C=C1)C=O)C)=O (4-formyl-2-methyl-benzoic acid methyl ester), C(C)(=O)O[BH-](OC(C)=O)OC(C)=O.[Na+] (Sodium triacetoxyborohydride). Run in C(C)(=O)O (acetic acid). Conditions: time 2.5 hour. The product is COC(C1=C(C=C(C=C1)CN(C)C1=C(C=C(C=C1C)O[Si](C(C)C)(C(C)C)C(C)C)F)C)=O (4-{[(2-Fluoro-6-methyl-4-triisopropylsilanyloxy-phenyl)-methyl-amino]-methyl}-2-methyl-benzoic Acid Methyl Ester). The yield is 91.9%. RXN SMILES: [F:1][C:2]1[CH:7]=[C:6]([O:8][Si:9]([CH:16]([CH3:18])[CH3:17])([CH:13]([CH3:15])[CH3:14])[CH:10]([CH3:12])[CH3:11])[CH:5]=[C:4]([CH3:19])[C:3]=1[NH:20][CH3:21].[CH3:22][O:23][C:24](=[O:34])[C:25]1[CH:30]=[CH:29][C:28]([CH:31]=O)=[CH:27][C:26]=1[CH3:33].C(O[BH-](OC(=O)C)OC(=O)C)(=O)C.[Na+]>C(O)(=O)C>[CH3:22][O:23][C:24](=[O:34])[C:25]1[CH:30]=[CH:29][C:28]([CH2:31][N:20]([C:3]2[C:4]([CH3:19])=[CH:5][C:6]([O:8][Si:9]([CH:16]([CH3:18])[CH3:17])([CH:10]([CH3:12])[CH3:11])[CH:13]([CH3:15])[CH3:14])=[CH:7][C:2]=2[F:1])[CH3:21])=[CH:27][C:26]=1[CH3:33] |f:2.3|. Procedure details: A mixture of (2-fluoro-6-methyl-4-triisopropylsilanyloxy-phenyl)-methyl-amine (326 mg, 1.05 mmol) and 4-formyl-2-methyl-benzoic acid methyl ester (320 mg, 1.80 mmol) in 4 mL acetic acid is stirred for 2.5 hours at room temperature. Sodium triacetoxyborohydride (773 mg, 3.65 mmol) is added and stirred. Upon completion of the reaction, the mixture is concentrated and partitioned between ethyl acetate and saturated aqueous sodium bicarbonate. The aqueous layer is extracted with ethyl acetate (3×). ... The reactants are C(C)(=O)O[BH-](OC(C)=O)OC(C)=O.[Na+] (sodium triacetoxyborohydride), NCCO (2-aminoethanol), COC1=CC=C(C=O)C=C1 (4-methoxybenzaldehyde), CO (methanol). Run in C(C)(=O)O (acetic acid). The product is COC1=CC=C(CNCCO)C=C1 (2-(4-methoxybenzylamino)ethanol), oil. Procedure: A 1 L round bottom flask is charged with 2-aminoethanol (29 g, 213 mmol), 4-methoxybenzaldehyde (39 g, 639 mmol), methanol (250 mL) and acetic acid (75 mL) under a nitrogen atmosphere. The contents were cooled to 0° C. and sodium triacetoxyborohydride (50 g, 234 mmol) was added over a 20 minute period. The reaction mixture was stirred at room temperature for 18 hours, concentrated under reduced pressure and partitioned between water (500 mL) and ethyl acetate (500 mL). The ethyl acetate layer wa... Run at temperature 0 celsius, time 18 hour. RXN SMILES: [NH2:1][CH2:2][CH2:3][OH:4].[CH3:5][O:6][C:7]1[CH:14]=[CH:13][C:10]([CH:11]=O)=[CH:9][CH:8]=1.CO.C(O[BH-](OC(=O)C)OC(=O)C)(=O)C.[Na+]>C(O)(=O)C>[CH3:5][O:6][C:7]1[CH:14]=[CH:13][C:10]([CH2:11][NH:1][CH2:2][CH2:3][OH:4])=[CH:9][CH:8]=1 |f:3.4|. The reactants are FC1=CC=C(C=CC(=O)OCC)C=C1 (ethyl 4-fluorocinnamate), C(C)O (ethanol). The reagents and catalysts are [Pd] (palladium on carbon). Run at time 1 hour. Product: FC1=CC=C(C=C1)C(CC(=O)OCC)C (ethyl 3-(4-fluorophenyl)butyrate). Yield: 97.0%. As a reaction SMILES: [F:1][C:2]1[CH:14]=[CH:13][C:5]([CH:6]=[CH:7][C:8]([O:10][CH2:11][CH3:12])=[O:9])=[CH:4][CH:3]=1.[CH2:15](O)C>[Pd]>[F:1][C:2]1[CH:3]=[CH:4][C:5]([CH:6]([CH3:15])[CH2:7][C:8]([O:10][CH2:11][CH3:12])=[O:9])=[CH:13][CH:14]=1. Reported procedure: A mixture of ethyl 4-fluorocinnamate (47.5 g, 0.228 mol) and 10% palladium on carbon (0.85 g, Aldrich) in 95% ethanol was shaken in a Parr hydrogenator under 2-3 atm of H2 pressure for 1 h. The mixture was filtered and concentrated by spin evaporation in vacuo. Fractional distillation gave 46.5 g (97%) of ethyl 3-(4-fluorophenyl)butyrate as a clear oil, b.p., 122°-128° C.: c) Preparation of 3-(4-Fluorophenyl)butanoic Acid. Reactants: CC(=CCOCC#C)C (1-[(3-methyl-2-butenyl)oxy)-2-propyne), C(CCC)[Li] (n-butyllithium), C1OC=2C=C(C=O)C=CC2O1 (3,4-methylenedioxybenzaldehyde), [Cl-].[NH4+] (ammonium chloride). Run in O1CCCC1 (tetrahydrofuran), O1CCCC1 (tetrahydrofuran). Run at time 30 minute. The product is OC(C#CCOCC=C(C)C)C1=CC2=C(C=C1)OCO2 (1-hydroxy-4-[(3-methyl-2-butenyl)oxy]-1-[3,4-(methylenedioxy)phenyl]-2-butyne). RXN SMILES: [CH3:1][C:2]([CH3:9])=[CH:3][CH2:4][O:5][CH2:6][C:7]#[CH:8].C([Li])CCC.[CH2:15]1[O:25][C:24]2[CH:23]=[CH:22][C:19]([CH:20]=[O:21])=[CH:18][C:17]=2[O:16]1.[Cl-].[NH4+]>O1CCCC1>[OH:21][CH:20]([C:19]1[CH:22]=[CH:23][C:24]2[O:25][CH2:15][O:16][C:17]=2[CH:18]=1)[C:8]#[C:7][CH2:6][O:5][CH2:4][CH:3]=[C:2]([CH3:9])[CH3:1] |f:3.4|. Procedure: A solution of 20 g (161 mmol) of 1-[(3-methyl-2-butenyl)oxy)-2-propyne in 200 ml of tetrahydrofuran was treated at -78° under argon with 111 ml of n-butyllithium (1.6M in hexane). The mixture was left to stir at -40° for 30 minutes, again cooled to -78° and a solution of 26.6 g (177 mmol) of 3,4-methylenedioxybenzaldehyde in 150 ml of tetrahydrofuran was then added within 40 minutes. The reaction mixture was stirred at -78° for a further 1 hour, then warmed to room temperature and subsequently t... Reactants: CNOC, CN(C)C=O, CCOC(C)=O, CCN(C(C)C)C(C)C, O=C(O)c1ccc(Cl)cc1Nc1ccccc1, Cl. The product is CON(C)C(=O)c1ccc(Cl)cc1Nc1ccccc1. As a reaction SMILES: [CH3:19][NH:20][O:21][CH3:22].[CH3:32][N:33]([CH3:34])[CH:35]=[O:36].[CH3:37][CH2:38][O:39][C:40](=[O:41])[CH3:42].[CH:23]([N:24]([CH2:25][CH3:26])[CH:27]([CH3:28])[CH3:29])([CH3:30])[CH3:31].[Cl:1][c:2]1[cH:3][c:4]([NH:11][c:12]2[cH:13][cH:14][cH:15][cH:16][cH:17]2)[c:5]([C:6](=[O:7])[OH:8])[cH:9][cH:10]1.[ClH:18]>>[Cl:1][c:2]1[cH:3][c:4]([NH:11][c:12]2[cH:13][cH:14][cH:15][cH:16][cH:17]2)[c:5]([C:6](=[O:7])[N:20]([CH3:19])[O:21][CH3:22])[cH:9][cH:10]1. The reactants are ClC1=C(C=CC=C1Cl)S(=O)(=O)NC1=C(C=C(C=C1)[N+](=O)[O-])F (2,3-dichloro-N-(2-fluoro-4-nitrophenyl)benzenesulfonamide). As a reaction SMILES: [Cl:1][C:2]1[C:7]([Cl:8])=[CH:6][CH:5]=[CH:4][C:3]=1[S:9]([NH:12][C:13]1[CH:18]=[CH:17][C:16]([N+:19]([O-])=O)=[CH:15][C:14]=1[F:22])(=[O:11])=[O:10]>[Ni].C1COCC1>[NH2:19][C:16]1[CH:17]=[CH:18][C:13]([NH:12][S:9]([C:3]2[CH:4]=[CH:5][CH:6]=[C:7]([Cl:8])[C:2]=2[Cl:1])(=[O:11])=[O:10])=[C:14]([F:22])[CH:15]=1. The product is NC1=CC(=C(C=C1)NS(=O)(=O)C1=C(C(=CC=C1)Cl)Cl)F (N-(4-amino-2-fluorophenyl)-2,3-dichlorobenzenesulfonamide). Solvent: C1CCOC1 (THF). Procedure details: To a solution of 2,3-dichloro-N-(2-fluoro-4-nitrophenyl)benzenesulfonamide (5.0 g, 13.7 mmol) and Raney Nickel (0.600 g) in THF (200 mL) was applied positive H2 pressure through a balloon/needle. The reaction was stirred at room temperature for 4 hours and then filtered. The mixture was concentrated and triturated with CH2Cl2 to afford N-(4-amino-2-fluorophenyl)-2,3-dichlorobenzenesulfonamide as a grey solid. The reagents and catalysts are [Ni] (Raney Nickel). Run at time 4 hour. The reactants are N1=C(C=CC=C1)N(C(=O)C1=CC2=C(N(C(=N2)CNC2=CC=C(C=C2)C#N)C)C=C1)CCC(=O)OCC (1-methyl-2-[N-(4-cyanophenyl)aminomethyl]benzimidazol-5-yl-carboxylic acid-N-(2-pyridyl)-N-(2-ethoxycarbonylethyl)amide), Cl (hydrochloric acid), C(C)O (ethanol), C([O-])([O-])=O.[NH4+].[NH4+] (ammonium carbonate), C27H29N7O3. Solvent: ClCCl.CO (dichloromethane methanol). Product: Cl.N1=C(C=CC=C1)N(C(=O)C1=CC2=C(N(C(=N2)CNC2=CC=C(C=C2)C(N)=N)C)C=C1)CCC(=O)OCC (1-Methyl-2-[N-(4-amidinophenyl)aminomethyl]benzimidazol-5-yl-carboxylic acid-N-(2-pyridyl)-N-(2-ethoxycarbonylethyl)amide hydrochloride). The yield is 71.0%. RXN SMILES: [N:1]1[CH:6]=[CH:5][CH:4]=[CH:3][C:2]=1[N:7]([CH2:30][CH2:31][C:32]([O:34][CH2:35][CH3:36])=[O:33])[C:8]([C:10]1[CH:29]=[CH:28][C:13]2[N:14]([CH3:27])[C:15]([CH2:17][NH:18][C:19]3[CH:24]=[CH:23][C:22]([C:25]#[N:26])=[CH:21][CH:20]=3)=[N:16][C:12]=2[CH:11]=1)=[O:9].[ClH:37].C(O)C.C(=O)([O-])[O-].[NH4+:45].[NH4+]>ClCCl.CO>[ClH:37].[N:1]1[CH:6]=[CH:5][CH:4]=[CH:3][C:2]=1[N:7]([CH2:30][CH2:31][C:32]([O:34][CH2:35][CH3:36])=[O:33])[C:8]([C:10]1[CH:29]=[CH:28][C:13]2[N:14]([CH3:27])[C:15]([CH2:17][NH:18][C:19]3[CH:24]=[CH:23][C:22]([C:25](=[NH:45])[NH2:26])=[CH:21][CH:20]=3)=[N:16][C:12]=2[CH:11]=1)=[O:9] |f:3.4.5,6.7,8.9|. Procedure: Prepared analogously to Example 25d from 1-methyl-2-[N-(4-cyanophenyl)aminomethyl]benzimidazol-5-yl-carboxylic acid-N-(2-pyridyl)-N-(2-ethoxycarbonylethyl)amide and ethanolic hydrochloric acid, ethanol, and ammonium carbonate. Yield: 71% of theory, C27H29N7O3 (499.6); Rf value: 0.28 (silica gel; dichloromethane/methanol=5:1); EKA mass spectrum: (M+H)+=500; (M+H+Na)++=261.8; (M+2H)++=250.8. Reactants: COc1cccc(Nc2c(C(N)=O)cnc3cc(Sc4cccc(C(=O)N(C)C)c4)c(I)cc23)c1, CN(C)C=O. Product: COc1cccc(Nc2c(C(N)=O)cnc3cc(S(=O)c4cccc(C(=O)N(C)C)c4)c(I)cc23)c1. Reaction SMILES: [CH3:1][N:2]([C:3](=[O:4])[c:5]1[cH:6][c:7]([S:11][c:12]2[c:13]([I:34])[cH:14][c:15]3[c:16]([NH:25][c:26]4[cH:27][c:28]([O:32][CH3:33])[cH:29][cH:30][cH:31]4)[c:17]([C:22](=[O:23])[NH2:24])[cH:18][n:19][c:20]3[cH:21]2)[cH:8][cH:9][cH:10]1)[CH3:35].[CH3:36][N:37]([CH3:38])[CH:40]=[O:39]>>[CH3:1][N:2]([C:3](=[O:4])[c:5]1[cH:6][c:7]([S:11]([c:12]2[c:13]([I:34])[cH:14][c:15]3[c:16]([NH:25][c:26]4[cH:27][c:28]([O:32][CH3:33])[cH:29][cH:30][cH:31]4)[c:17]([C:22](=[O:23])[NH2:24])[cH:18][n:19][c:20]3[cH:21]2)=[O:39])[cH:8][cH:9][cH:10]1)[CH3:35].